This data is from the Open Reaction Database (ORD), a public repository of structured organic reaction records. The task is: describe an organic reaction: reactants, conditions, products, and yield Yields the product N#CCc1ccc(Cl)c(C(F)(F)F)c1. As a reaction SMILES: [Br:1][CH2:2][c:3]1[cH:4][c:5]([C:10]([F:11])([F:12])[F:13])[c:6]([Cl:9])[cH:7][cH:8]1.[CH3:17][S:18]([CH3:19])=[O:20].[Na:14][C:15]#[N:16]>>[CH2:2]([c:3]1[cH:4][c:5]([C:10]([F:11])([F:12])[F:13])[c:6]([Cl:9])[cH:7][cH:8]1)[C:15]#[N:16]. Reactants: FC(F)(F)c1cc(CBr)ccc1Cl, CS(C)=O, N#C[Na].